From a dataset of the Open Reaction Database (ORD), a public repository of structured organic reaction records. describe an organic reaction: reactants, conditions, products, and yield Starting materials: NC1=NC=CC=C1OCC1=C(C=CC=C1)Cl (2-amino-3-(2-chlorobenzyloxy)pyridine), Cl.C1(=CC=CC=C1)CC(OCC)=N (ethyl phenylacetimidate hydrochloride). The solvent is C(C)O (ethanol). Product: Cl.ClC1=C(COC=2C(=NC=CC2)NC(CC2=CC=CC=C2)=N)C=CC=C1 (N-(3-(2-Chlorobenzyloxy)-2-pyridyl)phenylacetamidine hydrochloride). Isolated yield 25.0%. RXN SMILES: [NH2:1][C:2]1[C:7]([O:8][CH2:9][C:10]2[CH:15]=[CH:14][CH:13]=[CH:12][C:11]=2[Cl:16])=[CH:6][CH:5]=[CH:4][N:3]=1.Cl.[C:18]1([CH2:24][C:25](=[NH:29])OCC)[CH:23]=[CH:22][CH:21]=[CH:20][CH:19]=1>C(O)C>[ClH:16].[Cl:16][C:11]1[CH:12]=[CH:13][CH:14]=[CH:15][C:10]=1[CH2:9][O:8][C:7]1[C:2]([NH:1][C:25](=[NH:29])[CH2:24][C:18]2[CH:23]=[CH:22][CH:21]=[CH:20][CH:19]=2)=[N:3][CH:4]=[CH:5][CH:6]=1 |f:1.2,4.5|. Procedure: A mixture of 2-amino-3-(2-chlorobenzyloxy)pyridine (4.69 g, 20 mmol) and ethyl phenylacetimidate hydrochloride (4.39 g, 22 mmol) in ethanol (80 ml) was heated under reflux for 2 hours. Evaporation of the solvent gave an oil which was purified by flash chromatography (chloroform/methanol) to obtain the product (0.97 g), m.p. 149°-155° C.